This data is from the Open Reaction Database (ORD), a public repository of structured organic reaction records. The task is: describe an organic reaction: reactants, conditions, products, and yield Starting materials: C(C)(=O)NC1=C2C(=C(N(C2=CC=C1)CC(=O)OCC)C)SC1=CC=C(C=C1)Cl (ethyl [4-acetylamino-3-(4-chlorophenylsulfanyl)-2-methyl-1H-indol-1-yl]acetate), [OH-].[Na+] (NaOH), CC(C)CC(=O)C (MIBK). Solvent: C(CC)O (1-propanol). Reaction conditions: temperature 70 celsius, time 30 minute. Yields the product C(C)(=O)NC1C2=C(C(N(C2=CC=C1)CC(=O)O)C)SC1=CC=C(C=C1)Cl ([4-Acetylamino-3-(4-chlorophenylsulfanyl)-2-methyl-4H-indol-1-yl]acetic acid). RXN SMILES: [C:1]([NH:4][C:5]1[CH:13]=[CH:12][CH:11]=[C:10]2[C:6]=1[C:7]([S:21][C:22]1[CH:27]=[CH:26][C:25]([Cl:28])=[CH:24][CH:23]=1)=[C:8]([CH3:20])[N:9]2[CH2:14][C:15]([O:17]CC)=[O:16])(=[O:3])[CH3:2].[OH-].[Na+].CC(CC(C)=O)C>C(O)CC>[C:1]([NH:4][CH:5]1[CH:13]=[CH:12][CH:11]=[C:10]2[C:6]1=[C:7]([S:21][C:22]1[CH:27]=[CH:26][C:25]([Cl:28])=[CH:24][CH:23]=1)[CH:8]([CH3:20])[N:9]2[CH2:14][C:15]([OH:17])=[O:16])(=[O:3])[CH3:2] |f:1.2|. Procedure details: To a stirred slurry of ethyl [4-acetylamino-3-(4-chlorophenylsulfanyl)-2-methyl-1H-indol-1-yl]acetate (3.16 kg, 3.05 kg corrected for assay, 7.3 moles) in 1-propanol (15.3 L) was added aqueous NaOH (1M, 15.3 L). The mixture was then heated at 70° C. for 2 h, cooled to 40° C. then MIBK (30.5 L) was added and the mixture reheated to 80° C. Approximately 20% of the resulting biphasic mixture was removed from the reaction vessel to be processed separately. To the remainder, aqueous hydrochloric acid... Reactants: C(C)(C)(C)OC(=O)N1CCC(CC1)(C=1C(=NC=CC1)Cl)C#N (2-chloro-4′-cyano-3′,4′,5′,6′-tetrahydro-2′H-[3,4′]bipyridinyl-1′-carboxylic acid tert-butyl ester), C(C)(C)(C)O[AlH-](OC(C)(C)C)OC(C)(C)C.[Li+] (lithium tri-tert-butoxyaluminohydride), solution, [OH-].[Na+] (NaOH), O (H2O). Solvent: ClCCl (Dichloromethane), C1CCOC1 (THF), O1CCOCC1 (1-4-dioxane). Product: C(C)(C)(C)OC(=O)N1CCC2(CC1)CNC1=NC=CC=C12 (7-Aza- spiro[indoline-3,4′-piperidine]-1′-carboxylic acid tert-butylester). The yield is 101.9%. RXN SMILES: [C:1]([O:5][C:6]([N:8]1[CH2:13][CH2:12][C:11]([C:21]#[N:22])([C:14]2[C:15](Cl)=[N:16][CH:17]=[CH:18][CH:19]=2)[CH2:10][CH2:9]1)=[O:7])([CH3:4])([CH3:3])[CH3:2].C(O[AlH-](OC(C)(C)C)OC(C)(C)C)(C)(C)C.[Li+].[OH-].[Na+].O>C1COCC1.O1CCOCC1.ClCCl>[C:1]([O:5][C:6]([N:8]1[CH2:13][CH2:12][C:11]2([C:14]3[C:15](=[N:16][CH:17]=[CH:18][CH:19]=3)[NH:22][CH2:21]2)[CH2:10][CH2:9]1)=[O:7])([CH3:4])([CH3:3])[CH3:2] |f:1.2,3.4|. Procedure: A mixture of 2-chloro-4′-cyano-3′,4′,5′,6′-tetrahydro-2′H-[3,4′]bipyridinyl-1′-carboxylic acid tert-butyl ester (6 g) and lithium tri-tert-butoxyaluminohydride (72.34 ml), 1M solution in THF) in 1-4-dioxane (90 ml) was refluxed overnight. After cooling, 1 N NaOH (100 ml) and H2O (100 ml) were added slowly at 0° C. Dichloromethane was added to the mixture. The aqueous phase was extracted twice with dichloromethane and the combined organic layers were washed with saturated sodium bicarbonate, drie... Reactants: CC(C)(C)[O-], CO, CCOC(C)=O, Cl, [K+], COC(=O)CCC(C(N)=O)N1Cc2c(OCc3ccc(S(=O)(=O)N4CCOCC4)cc3)cccc2C1=O, C1CCOC1. Product: O=C1CCC(N2Cc3c(OCc4ccc(S(=O)(=O)N5CCOCC5)cc4)cccc3C2=O)C(=O)N1. Reaction SMILES: [CH3:38][C:39]([CH3:40])([O-:41])[CH3:42].[CH3:44][OH:45].[CH3:52][CH2:53][O:54][C:55]([CH3:56])=[O:57].[ClH:46].[K+:43].[NH2:1][C:2]([CH:3]([CH2:4][CH2:5][C:6]([O:8][CH3:7])=[O:9])[N:10]1[C:11](=[O:36])[c:12]2[cH:13][cH:14][cH:15][c:16]([O:19][CH2:20][c:21]3[cH:22][cH:23][c:24]([S:27](=[O:28])(=[O:29])[N:30]4[CH2:31][CH2:32][O:33][CH2:34][CH2:35]4)[cH:25][cH:26]3)[c:17]2[CH2:18]1)=[O:37].[O:47]1[CH2:48][CH2:49][CH2:50][CH2:51]1>>[NH:1]1[C:2](=[O:37])[CH:3]([N:10]2[C:11](=[O:36])[c:12]3[cH:13][cH:14][cH:15][c:16]([O:19][CH2:20][c:21]4[cH:22][cH:23][c:24]([S:27](=[O:28])(=[O:29])[N:30]5[CH2:31][CH2:32][O:33][CH2:34][CH2:35]5)[cH:25][cH:26]4)[c:17]3[CH2:18]2)[CH2:4][CH2:5][C:6]1=[O:8].